Dataset: the Open Reaction Database (ORD), a public repository of structured organic reaction records. Task: describe an organic reaction: reactants, conditions, products, and yield Starting materials: FC(C=1C=C(C=C(C1)F)B1OC(C(O1)(C)C)(C)C)F (2-(3-difluoromethyl-5-fluoro-phenyl)-4,4,5,5-tetramethyl-[1,3,2]dioxaborolane), ClC=1C=C(N=NC1)CN1C(=NC=C1)C (5-chloro-3-(2-methyl-imidazol-1-yl-methyl)-pyridazine). Reported procedure: The title compound, MS: m/e=319.3 (M+H+), was prepared from 2-(3-difluoromethyl-5-fluoro-phenyl)-4,4,5,5-tetramethyl-[1,3,2]dioxaborolane and 5-chloro-3-(2-methyl-imidazol-1-yl-methyl)-pyridazine. Yields the product Cl.FC(C=1C=C(C=C(C1)F)C=1C=C(N=NC1)CN1C(=NC=C1)C)F (5-(3-Difluoromethyl-5-fluoro-phenyl)-3-(2-methyl-imidazol-1-yl-methyl)-pyridazine hydrochloride). Reaction SMILES: [F:1][CH:2]([F:19])[C:3]1[CH:4]=[C:5](B2OC(C)(C)C(C)(C)O2)[CH:6]=[C:7]([F:9])[CH:8]=1.[Cl:20][C:21]1[CH:22]=[C:23]([CH2:27][N:28]2[CH:32]=[CH:31][N:30]=[C:29]2[CH3:33])[N:24]=[N:25][CH:26]=1>>[ClH:20].[F:19][CH:2]([F:1])[C:3]1[CH:4]=[C:5]([C:21]2[CH:22]=[C:23]([CH2:27][N:28]3[CH:32]=[CH:31][N:30]=[C:29]3[CH3:33])[N:24]=[N:25][CH:26]=2)[CH:6]=[C:7]([F:9])[CH:8]=1 |f:2.3|. Starting materials: C(#N)[BH3-].[Na+] (sodium cyanoborohydride), CN1C=NC(=C1C=O)N1N=C2C(=CN(C=3C=CC=CC23)CC2=CC=C(C=C2)N2N=CC=C2)C1=O (1-Methyl-4-(3-oxo-5-{[4-(1H-pyrazol-1-yl)phenyl]methyl}-3,5-dihydro-2H-pyrazolo[4,3-c]quinolin-2-yl)-1H-imidazole-5-carbaldehyde), C(#N)[BH3-].[Na+] (sodium cyanoborohydride). Solvent: ClCCl (dichloromethane), O1CCCC1 (tetrahydrofuran). Conditions: temperature 0 celsius, time 5 minute. Yields the product OCC1=C(N=CN1C)N1N=C2C(=CN(C=3C=CC=CC23)CC2=CC=C(C=C2)N2N=CC=C2)C1=O (2-[5-(Hydroxymethyl)-1-methyl-1H-imidazol-4-yl]-5-{[4-(1H-pyrazol-1-yl)phenyl]methyl}-2,5-dihydro-3H-pyrazolo[4,3-c]quinolin-3-one). RXN SMILES: [CH3:1][N:2]1[C:6]([CH:7]=[O:8])=[C:5]([N:9]2[C:33](=[O:34])[C:12]3=[CH:13][N:14]([CH2:21][C:22]4[CH:27]=[CH:26][C:25]([N:28]5[CH:32]=[CH:31][CH:30]=[N:29]5)=[CH:24][CH:23]=4)[C:15]4[CH:16]=[CH:17][CH:18]=[CH:19][C:20]=4[C:11]3=[N:10]2)[N:4]=[CH:3]1.C([BH3-])#N.[Na+]>O1CCCC1.ClCCl>[OH:8][CH2:7][C:6]1[N:2]([CH3:1])[CH:3]=[N:4][C:5]=1[N:9]1[C:33](=[O:34])[C:12]2=[CH:13][N:14]([CH2:21][C:22]3[CH:27]=[CH:26][C:25]([N:28]4[CH:32]=[CH:31][CH:30]=[N:29]4)=[CH:24][CH:23]=3)[C:15]3[CH:16]=[CH:17][CH:18]=[CH:19][C:20]=3[C:11]2=[N:10]1 |f:1.2|. Procedure: 1-Methyl-4-(3-oxo-5-{[4-(1H-pyrazol-1-yl)phenyl]methyl}-3,5-dihydro-2H-pyrazolo[4,3-c]quinolin-2-yl)-1H-imidazole-5-carbaldehyde (Example 555, 50 mg, 0.11 mmol) was dissolved in tetrahydrofuran (2 mL) and dichloromethane (15 mL), cooled to 0° C. and treated with sodium cyanoborohydride (0.033 mL, 1 M tetrahydrofuran solution, 0.033 mmol, 0.3 equiv). After stirring for 5 minutes at 0° C., the mixture was warmed to ambient temperature and stirred for 1 hour. Additional sodium cyanoborohydride (0.0... The reactants are O1C(CCCC1)N1N=C(C2=CC(=CC=C12)C1=NN(C=N1)C(C1=CC=CC=C1)(C1=CC=CC=C1)C1=CC=CC=C1)C=1C=C(C(=O)OC)C=CC1 (methyl 3-{1-perhydro-2H-pyran-2-yl-5-[1-(triphenylmethyl)(1,2,4-triazol-3-yl)]-1H-indazol-3-yl}benzoate), Cl.C(C)N=C=NCCCN(C)C (1-ethyl-(3-dimethylaminopropyl) carbodiimide hydrochloride), NCCN1CCCCC1 (1-(2-aminoethyl)piperidine), [OH-].[Li+] (lithium hydroxide), ON1N=NC2=C1C=CC=C2 (1-hydroxybenzotriazole), Cl (hydrochloride). Solvent: O1CCCC1 (tetrahydrofuran), O (water), O1CCOCC1 (dioxane), O1CCCC1 (tetrahydrofuran). Yields the product N1N=C(N=C1)C=1C=C2C(=NNC2=CC1)C=1C=C(C=CC1)C(=O)NCCC1NCCCC1 (3-(5-(1H-1,2,4-TRIAZOL-3-YL)(1H-INDAZOL-3-YL))PHENYL-N-(2-PIPERIDYLETHYL)CARBOXAMIDE). Yield: 28.0%. Reaction SMILES: O1CCCCC1[N:7]1[C:15]2[C:10](=[CH:11][C:12]([C:16]3[N:20]=[CH:19][N:18](C(C4C=CC=CC=4)(C4C=CC=CC=4)C4C=CC=CC=4)[N:17]=3)=[CH:13][CH:14]=2)[C:9]([C:40]2[CH:41]=[C:42]([CH:47]=[CH:48][CH:49]=2)[C:43]([O:45]C)=O)=[N:8]1.[OH-].[Li+].O[N:53]1[C:57]2[CH:58]=[CH:59][CH:60]=[CH:61][C:56]=2N=N1.[NH2:62][CH2:63]CN1CCCCC1.Cl.C(N=C=NCCCN(C)C)C.Cl>O1CCCC1.O.O1CCOCC1>[NH:18]1[CH:19]=[N:20][C:16]([C:12]2[CH:11]=[C:10]3[C:15](=[CH:14][CH:13]=2)[NH:7][N:8]=[C:9]3[C:40]2[CH:41]=[C:42]([C:43]([NH:62][CH2:63][CH2:56][CH:61]3[CH2:60][CH2:59][CH2:58][CH2:57][NH:53]3)=[O:45])[CH:47]=[CH:48][CH:49]=2)=[N:17]1 |f:1.2,5.6|. Reported procedure: The title compound was prepared as described in Example 381, using methyl 3-{1-perhydro-2H-pyran-2-yl-5-[1-(triphenylmethyl)(1,2,4-triazol-3-yl)]-1H-indazol-3-yl}benzoate (0.402 g, 0.62 mmol) and lithium hydroxide (0.083 g, 1.98 mmol) in tetrahydrofuran (3 mL) and water (2 mL); 1-hydroxybenzotriazole (0.255 g, 1.89 mmol), 1-(2-aminoethyl)piperidine (0.267 mL, 1.87 mmol), 1-ethyl-(3-dimethylaminopropyl) carbodiimide hydrochloride (0.361 g, 1.88 mmol), and additional tetrahydrofuran (2 mL); 4 N hy...